The task is: describe an organic reaction: reactants, conditions, products, and yield. This data is from the Open Reaction Database (ORD), a public repository of structured organic reaction records. Reactants: FC(=O)OCCF (fluoroethyl fluoroformate), [F-].[Na+] (NaF), C(C)O (ethanol). Reaction conditions: temperature -78 celsius, time 30 minute. Product: C(OCCF)(OCC)=O (Fluoroethyl Ethyl Carbonate). Reaction SMILES: F[C:2]([O:4][CH2:5][CH2:6]F)=[O:3].[F-:8].[Na+].[CH2:10]([OH:12])[CH3:11]>>[C:2](=[O:3])([O:4][CH2:5][CH3:6])[O:12][CH2:10][CH2:11][F:8] |f:1.2|. Procedure details: In a 100 mL PFA-flask fluoroethyl fluoroformate (27.0 g, 245 mmol) was added to dry NaF (15 g; 357 mmol). After cooling the mixture to −78° C. ethanol (12 mL, 310 mmol) was added over a period of 15 min. The mixture was stirred at −78° C. for 30 min. After warming up to room temperature the reaction was stirred for further 16 h. After addition of 5 g molecular sieve (0.4 nm) and stirring for 4 h at room temperature, all solids were removed by filtration and the resulting crude product was purifi... Starting materials: Intermediate 252d, OC1=CC(=CC2=C1C=C(O2)C)C(=O)OCC (ethyl 4-hydroxy-2-methylbenzofuran-6-carboxylate), BrC1=CC=C([N+](=C1)[O-])C(=O)N(C)C (5-bromo-N,N-dimethylpyridine-2-carboxamide 1-oxide). Yields the product CN(C(=O)C1=CC=C(C=[N+]1[O-])OC1=CC(=CC2=C1C=C(O2)C)C(=O)OCC)C (Ethyl 4-({6-[(dimethylamino)carbonyl]-1-oxidopyridin-3-yl}oxy)-2-methyl-1-benzofuran-6-carboxylate). Reaction SMILES: [OH:1][C:2]1[C:7]2[CH:8]=[C:9]([CH3:11])[O:10][C:6]=2[CH:5]=[C:4]([C:12]([O:14][CH2:15][CH3:16])=[O:13])[CH:3]=1.Br[C:18]1[CH:23]=[N+:22]([O-:24])[C:21]([C:25]([N:27]([CH3:29])[CH3:28])=[O:26])=[CH:20][CH:19]=1>>[CH3:28][N:27]([CH3:29])[C:25]([C:21]1[N+:22]([O-:24])=[CH:23][C:18]([O:1][C:2]2[C:7]3[CH:8]=[C:9]([CH3:11])[O:10][C:6]=3[CH:5]=[C:4]([C:12]([O:14][CH2:15][CH3:16])=[O:13])[CH:3]=2)=[CH:19][CH:20]=1)=[O:26]. Procedure details: The title compound was synthesized in a similar fashion as described for Intermediate 252d, by reacting ethyl 4-hydroxy-2-methylbenzofuran-6-carboxylate and 5-bromo-N,N-dimethylpyridine-2-carboxamide 1-oxide. LC-MS (ESI, pos): 386.00.